This data is from the Open Reaction Database (ORD), a public repository of structured organic reaction records. The task is: describe an organic reaction: reactants, conditions, products, and yield The reactants are C1(CCCCC1)=C(C#N)C1=CC=C(C=C1)OC (cyclohexylidene-(4-methoxy-phenyl)-acetonitrile), ClC1=CC(=CC=C1)C(=O)OO (m-chloro-perbenzoic acid). The solvent is ClCCl (dichloromethane). Yields the product COC1=CC=C(C=C1)C1(OC12CCCCC2)C#N (2-(4-methoxy-phenyl)-1-oxa-spiro[2.5]octane-2-carbonitrile). As a reaction SMILES: [C:1]1(=[C:7]([C:10]2[CH:15]=[CH:14][C:13]([O:16][CH3:17])=[CH:12][CH:11]=2)[C:8]#[N:9])[CH2:6][CH2:5][CH2:4][CH2:3][CH2:2]1.ClC1C=CC=C(C(OO)=[O:26])C=1>ClCCl>[CH3:17][O:16][C:13]1[CH:14]=[CH:15][C:10]([C:7]2([C:8]#[N:9])[C:1]3([CH2:6][CH2:5][CH2:4][CH2:3][CH2:2]3)[O:26]2)=[CH:11][CH:12]=1. Procedure: 2.0 g of the product from Stage 1 was refluxed for 8 hours with 2.0 g of m-chloro-perbenzoic acid, in dichloromethane. The reaction mixture was cooled to room temperature and filtered to remove precipitated m-chloro-perbenzoic acid. The filtrate was washed with saturated sodium bicarbonate solution, and the dichloromethane layer was then dried over sodium sulphate. The solvent was distilled under reduced pressure, and the residue purified by column chloromatography using a hexane:benzene (8:2) m... The reactants are ClC1=CC=C(CCl)C=C1 (4-chlorobenzylchloride), ClC=1NC2=CC=CC=C2C1S(=O)(=O)C1=CC=CC=C1 (2-chloro-3-phenylsulfonylindole). Reaction conditions: time 4 hour. Product: ClC1=CC=C(CN2C(=C(C3=CC=CC=C23)S(=O)(=O)C2=CC=CC=C2)Cl)C=C1 (1-(4-Chlorobenzyl)-2-chloro-3-phenylsulfonylindole). RXN SMILES: [Cl:1][C:2]1[CH:9]=[CH:8][C:5]([CH2:6]Cl)=[CH:4][CH:3]=1.[Cl:10][C:11]1[NH:12][C:13]2[C:18]([C:19]=1[S:20]([C:23]1[CH:28]=[CH:27][CH:26]=[CH:25][CH:24]=1)(=[O:22])=[O:21])=[CH:17][CH:16]=[CH:15][CH:14]=2>>[Cl:1][C:2]1[CH:9]=[CH:8][C:5]([CH2:6][N:12]2[C:13]3[C:18](=[CH:17][CH:16]=[CH:15][CH:14]=3)[C:19]([S:20]([C:23]3[CH:24]=[CH:25][CH:26]=[CH:27][CH:28]=3)(=[O:21])=[O:22])=[C:11]2[Cl:10])=[CH:4][CH:3]=1. Procedure details: This compound was prepared in the same manner as described in Example 17 except that following the addition of 4-chlorobenzylchloride to the anion of 2-chloro-3-phenylsulfonylindole, the reaction mixture was stirred at 90° for 4 hours. The crude product was crystallized from dichloromethane-hexane to give the product. As a reaction SMILES: [O:1]=[C:2]1[NH:21][C:5]2=[N:6][C:7]3[CH:8]=[CH:9][C:10]([O:14][CH2:15][CH2:16][CH2:17][C:18]([OH:20])=O)=[CH:11][C:12]=3[CH:13]=[C:4]2[NH:3]1.[NH:22]1[CH2:27][CH2:26][CH2:25][CH2:24][CH2:23]1>>[O:1]=[C:2]1[NH:21][C:5]2=[N:6][C:7]3[CH:8]=[CH:9][C:10]([O:14][CH2:15][CH2:16][CH2:17][C:18]([N:22]4[CH2:27][CH2:26][CH2:25][CH2:24][CH2:23]4)=[O:20])=[CH:11][C:12]=3[CH:13]=[C:4]2[NH:3]1. The product is O=C1NC=2C(=NC=3C=CC(=CC3C2)OCCCC(=O)N2CCCCC2)N1 (1-[4-[(2,3-Dihydro-2-oxo-1H-imidazo[4,5-b]quinolin-7-yl)oxy]-1-oxobutyl]piperidine). Procedure details: This compound, m.p. 284.5°-285.5° C., was prepared analogous to Example 15 from 4-[(2,3-dihydro-2-oxo-1H-imidazo[4,5-b]quinolin-7-yl)oxy]butyric acid and piperidine. Starting materials: O=C1NC=2C(=NC=3C=CC(=CC3C2)OCCCC(=O)O)N1 (4-[(2,3-dihydro-2-oxo-1H-imidazo[4,5-b]quinolin-7-yl)oxy]butyric acid), N1CCCCC1 (piperidine). The reactants are C(C=CC)OCC=C (allyl but-2-enyl ether), C(C)O[SiH](OCC)OCC (triethoxysilane), Si. Reagents/catalysts: [Pt] (platinum). Solvent: [Pt](Cl)(Cl)(Cl)Cl (platinum tetrachloride), C=CCCCCCC (1-octene). Conditions: temperature 120 celsius. Yields the product C(C=CC)OCCC[Si](OCC)(OCC)OCC ((but-2-enyloxypropyl)triethoxysilane). As a reaction SMILES: [CH2:1]([O:5][CH2:6][CH:7]=[CH2:8])[CH:2]=[CH:3][CH3:4].[CH2:9]([O:11][SiH:12]([O:16][CH2:17][CH3:18])[O:13][CH2:14][CH3:15])[CH3:10]>[Pt](Cl)(Cl)(Cl)Cl.C=CCCCCCC.[Pt]>[CH2:1]([O:5][CH2:6][CH2:7][CH2:8][Si:12]([O:16][CH2:17][CH3:18])([O:13][CH2:14][CH3:15])[O:11][CH2:9][CH3:10])[CH:2]=[CH:3][CH3:4]. Procedure: About 84 g of allyl but-2-enyl ether are heated under reflux (about 120° C.) in a three-necked flask fitted with a reflux condenser, stirrer and dropping funnel. To this are added dropwise over a period of two hours a solution containing 82 g of triethoxysilane, in which 2 mg of platinum, calculated as the element, are dissolved in the form of a solution of platinum tetrachloride in 1-octene. After heating for an additional five hours under reflux, more than 99 percent of the Si-bonded hydrogen ...